From a dataset of the Open Reaction Database (ORD), a public repository of structured organic reaction records. describe an organic reaction: reactants, conditions, products, and yield The reactants are BrC=1C=C(C(=NC1)N)N (5-bromopyridine-2,3-diamine), [N+](=O)([O-])C1=CC=C(C=C1)C1=CC=C(O1)C=O (5-(4-nitrophenyl)-2-furaldehyde). Yields the product BrC=1C=C2C(=NC1)NC(=N2)C=2OC(=CC2)C2=CC=C(C=C2)[N+](=O)[O-] (6-Bromo-2-[5-(4-nitrophenyl)-2-furyl]-3H-imidazo[4,5-b]pyridine). As a reaction SMILES: [Br:1][C:2]1[CH:3]=[C:4]([NH2:9])[C:5]([NH2:8])=[N:6][CH:7]=1.[N+:10]([C:13]1[CH:18]=[CH:17][C:16]([C:19]2[O:23][C:22]([CH:24]=O)=[CH:21][CH:20]=2)=[CH:15][CH:14]=1)([O-:12])=[O:11]>>[Br:1][C:2]1[CH:3]=[C:4]2[N:9]=[C:24]([C:22]3[O:23][C:19]([C:16]4[CH:17]=[CH:18][C:13]([N+:10]([O-:12])=[O:11])=[CH:14][CH:15]=4)=[CH:20][CH:21]=3)[NH:8][C:5]2=[N:6][CH:7]=1. Procedure details: By a procedure similar to Example 274 but starting from 5-bromopyridine-2,3-diamine and 5-(4-nitrophenyl)-2-furaldehyde, the title compound was obtained. The reactants are O=C1CSC(=O)N1, O=Cc1ccc2nccnc2c1. Yields the product O=C1NC(=O)C(=Cc2ccc3nccnc3c2)S1. As a reaction SMILES: [S:13]1[C:14](=[O:19])[NH:15][C:16](=[O:18])[CH2:17]1.[n:1]1[cH:2][cH:3][n:4][c:5]2[cH:6][c:7]([CH:11]=[O:12])[cH:8][cH:9][c:10]12>>[n:1]1[cH:2][cH:3][n:4][c:5]2[cH:6][c:7]([CH:11]=[C:17]3[S:13][C:14](=[O:19])[NH:15][C:16]3=[O:18])[cH:8][cH:9][c:10]12. The reactants are C(C)(=O)OCC (Ethyl acetate), ClC1=C(C=CC(=C1)I)NC([C@@](C(F)(F)F)(C)O)=O ((R)-N-(2-chloro-4-iodophenyl)-2-hydroxy-2-methyl-3,3,3-trifluoropropanamide), NC1=CC=CC=C1 (aniline), C(CCC)N(CCCC)CCCC (tributylamine). The reagents and catalysts are Cl[Pd]([P](C1=CC=CC=C1)(C2=CC=CC=C2)C3=CC=CC=C3)([P](C4=CC=CC=C4)(C5=CC=CC=C5)C6=CC=CC=C6)Cl (dichlorobis-(triphenylphosphine)palladium(II)). Reaction conditions: temperature 100 celsius. The product is ClC1=C(C=CC(=C1)C(NC1=CC=CC=C1)=O)NC([C@@](C(F)(F)F)(C)O)=O ((R)-N-[2-Chloro-4-(N-phenylcarbamoyl)phenyl]-2-hydroxy-2-methyl-3,3,3-trifluoropropanamide). RXN SMILES: [Cl:1][C:2]1[CH:7]=[C:6](I)[CH:5]=[CH:4][C:3]=1[NH:9][C:10](=[O:18])[C@:11]([OH:17])([CH3:16])[C:12]([F:15])([F:14])[F:13].[NH2:19][C:20]1[CH:25]=[CH:24][CH:23]=[CH:22][CH:21]=1.C(N(CCCC)CCCC)CCC.[C:39](OCC)(=[O:41])C>Cl[Pd](Cl)([P](C1C=CC=CC=1)(C1C=CC=CC=1)C1C=CC=CC=1)[P](C1C=CC=CC=1)(C1C=CC=CC=1)C1C=CC=CC=1>[Cl:1][C:2]1[CH:7]=[C:6]([C:39](=[O:41])[NH:19][C:20]2[CH:25]=[CH:24][CH:23]=[CH:22][CH:21]=2)[CH:5]=[CH:4][C:3]=1[NH:9][C:10](=[O:18])[C@:11]([OH:17])([CH3:16])[C:12]([F:15])([F:14])[F:13] |^1:47,66|. Reported procedure: A mixture of (R)-N-(2-chloro-4-iodophenyl)-2-hydroxy-2-methyl-3,3,3-trifluoropropanamide (Example 197) (0.35 g), aniline (0.117 ml), tributylamine (0.232 ml) and dichlorobis-(triphenylphosphine)palladium(II) (0.009 g) was heated at 100° C. under an atmosphere of carbon monoxide for 4 hours. Ethyl acetate (10 ml) was added and the mixture was washed with water and brine then was dried. Volatile material was removed by evaporation and the residue was purified by chromatography on a silica gel Mega... Starting materials: NC1=CC(=C(C#N)C=C1C#C)Cl (4-amino-2-chloro-5-ethynylbenzonitrile), CC(C)(C)[O-].[K+] (t-BuOK). Solvent: C1CCOC1 (THF). Reaction conditions: temperature 75 celsius. Product: ClC1=C(C=C2C=CNC2=C1)C#N (6-chloro-1H-indole-5-carbonitrile). The yield is 85.7%. As a reaction SMILES: [NH2:1][C:2]1[C:9]([C:10]#[CH:11])=[CH:8][C:5]([C:6]#[N:7])=[C:4]([Cl:12])[CH:3]=1.CC([O-])(C)C.[K+]>C1COCC1>[Cl:12][C:4]1[CH:3]=[C:2]2[C:9]([CH:10]=[CH:11][NH:1]2)=[CH:8][C:5]=1[C:6]#[N:7] |f:1.2|. Procedure details: To a solution of 240 (50 mg, 0.284 mmol) in THF (100 mL) was added t-BuOK (160 mg, 1.42 mmol). The mixture was heated at 75° C. for 3 h during which the color of the reaction mixture changed from yellow to brown. After the mixture was cooled, it was partitioned between EtOAc (200 mL) and H2O (50 mL). The organic layer was separated, washed with brine, dried and concentrated in vacuo to afford 43 mg (86%) of 6-chloro-1H-indole-5-carbonitrile (242) as white solid: 1H NMR (500 MHz, DMSO-d6) (511.80...